The task is: describe an organic reaction: reactants, conditions, products, and yield. This data is from the Open Reaction Database (ORD), a public repository of structured organic reaction records. Starting materials: C(C)(C)(C)OC(N[C@@H]1C[C@H](CC1)O)=O (trans-(3-hydroxy-cyclopentyl)-carbamic acid tert-butyl ester), C(C)(C)(C)OC(N[C@@H]1C[C@@H](CC1)N)=O (cis-(3-amino-cyclopentyl)-carbamic acid tert-butyl ester), C(C)(C)(C)OC(N[C@@H]1C[C@@H](CC1)N1C(=NC2=C1C=CC(=C2)C)C)=O (cis-[3-(2,5-dimethyl-benzoimidazol-1-yl)-cyclopentyl]-carbamic acid tert-butyl ester), hydrochloride salt, CC1=NC2=C(N1[C@@H]1C[C@H](CC1)N)C=CC(=C2)C (trans-3-(2,5-dimethyl-benzoimidazol-1-yl)-cyclopentylamine). Product: CC1=NC2=C(N1[C@H]1C[C@H](CC1)N)C=CC(=C2)C (cis-3-(2,5-dimethyl-benzoimidazol-1-yl)-cyclopentylamine). As a reaction SMILES: C(OC(=O)N[C@H]1CC[C@H](O)C1)(C)(C)C.C(OC(=O)N[C@H]1CC[C@@H](N)C1)(C)(C)C.C(OC(=O)[NH:35][C@H:36]1[CH2:40][CH2:39][C@@H:38]([N:41]2[C:45]3[CH:46]=[CH:47][C:48]([CH3:50])=[CH:49][C:44]=3[N:43]=[C:42]2[CH3:51])[CH2:37]1)(C)(C)C.CC1N([C@H]2CC[C@H](N)C2)C2C=CC(C)=CC=2N=1>>[CH3:51][C:42]1[N:41]([C@@H:38]2[CH2:39][CH2:40][C@H:36]([NH2:35])[CH2:37]2)[C:45]2[CH:46]=[CH:47][C:48]([CH3:50])=[CH:49][C:44]=2[N:43]=1. Reported procedure: The trans-(3-hydroxy-cyclopentyl)-carbamic acid tert-butyl ester was converted to cis-(3-amino-cyclopentyl)-carbamic acid tert-butyl ester using the same method described previously. The resulting compound was further converted to cis-[3-(2,5-dimethyl-benzoimidazol-1-yl)-cyclopentyl]-carbamic acid tert-butyl ester using the same method described in the preparation of the hydrochloride salt of trans-3-(2,5-dimethyl-benzoimidazol-1-yl)-cyclopentylamine. After the acid cleavage of the carbamic acid... Starting materials: FC(C(=O)O)(F)F (trifluoroacetic acid), Cl (hydrochloric acid), CC(C)([O-])C.[K+] (potassium tert-Butoxide), 1,1-dimethylethyl ester, OC[C@@H](C)N1C(C2=CC=CC(=C2C=C1)[N+](=O)[O-])=O ((R)-2-(1-hydroxypropan-2-yl)-5-nitroisoquinolin-1(2H)-one), C([O-])([O-])=O.[K+].[K+] (potassium carbonate). Solvent: C(C)(=O)OCC (ethyl acetate), O (water), CN(C=O)C (N,N-dimethylformamide), CN(C=O)C (N,N-dimethylformamide), C(C)(=O)O (acetic acid), CN(C=O)C (N,N-dimethylformamide). Reaction conditions: time 45 minute. Yields the product OC[C@@H](C)N1C(C2=CC=C(C(=C2C=C1)[N+](=O)[O-])C)=O ((R)-2-(1-hydroxypropan-2-yl)-6-methyl-5-nitroisoquinolin-1(2H)-one). Reaction SMILES: [CH3:1]C(C)([O-])C.[K+].[OH:7][CH2:8][C@H:9]([N:11]1[CH:20]=[CH:19][C:18]2[C:13](=[CH:14][CH:15]=[CH:16][C:17]=2[N+:21]([O-:23])=[O:22])[C:12]1=[O:24])[CH3:10].Cl.FC(F)(F)C(O)=O.C(=O)([O-])[O-].[K+].[K+]>CN(C)C=O.C(OCC)(=O)C.O.C(O)(=O)C>[OH:7][CH2:8][C@H:9]([N:11]1[CH:20]=[CH:19][C:18]2[C:13](=[CH:14][CH:15]=[C:16]([CH3:1])[C:17]=2[N+:21]([O-:23])=[O:22])[C:12]1=[O:24])[CH3:10] |f:0.1,5.6.7|. Procedure details: A round bottom flask was charged with potassium tert-Butoxide (3.62 g, 0.0322 mol) and N,N-dimethylformamide (100 mL, 1 mol) and a solution of acetic acid, chloro-, 1,1-dimethylethyl ester (1.3 mL, 0.0089 mol) and (R)-2-(1-hydroxypropan-2-yl)-5-nitroisoquinolin-1(2H)-one (2.00 g, 0.00806 mol) in N,N-dimethylformamide (20 mL, 0.2 mol) was added at −20° C. dropwise over a period of 8 minutes and the reaction was stirred for an additional 45 minutes at the same temperature. The reaction mixture was... Reactants: CC(=O)O, [H][H], Cc1cc(C)c(C(O)CCCCCO)c(O)c1C. Product: Cc1cc(C)c(CCCCCCO)c(O)c1C. As a reaction SMILES: [CH3:21][C:22](=[O:23])[OH:24].[H:19][H:20].[OH:1][c:2]1[c:3]([CH:11]([CH2:12][CH2:13][CH2:14][CH2:15][CH2:16][OH:17])[OH:18])[c:4]([CH3:10])[cH:5][c:6]([CH3:9])[c:7]1[CH3:8]>>[OH:1][c:2]1[c:3]([CH2:11][CH2:12][CH2:13][CH2:14][CH2:15][CH2:16][OH:17])[c:4]([CH3:10])[cH:5][c:6]([CH3:9])[c:7]1[CH3:8]. Starting materials: Cl (hydrochloric acid), [OH-].[K+] (potassium hydroxide), solution, NC1=C(C=CC=C1)N(C1=C(C=CC=C1)F)CCC#N (N-(2-Aminophenyl)-N-(2-cyanoethyl)-2-fluoroaniline), C(C)O (ethanol). The product is NC1=C(C=CC=C1)N(CCC(=O)O)C1=C(C=CC=C1)F (N-(2-aminophenyl)-N-(2-fluorophenyl)3aminopropionic acid). Yield: 86.0%. RXN SMILES: [NH2:1][C:2]1[CH:7]=[CH:6][CH:5]=[CH:4][C:3]=1[N:8]([CH2:16]CC#N)[C:9]1[CH:14]=[CH:13][CH:12]=[CH:11][C:10]=1[F:15].[OH-:20].[K+].Cl.[CH2:23]([OH:25])[CH3:24]>>[NH2:1][C:2]1[CH:7]=[CH:6][CH:5]=[CH:4][C:3]=1[N:8]([C:9]1[CH:14]=[CH:13][CH:12]=[CH:11][C:10]=1[F:15])[CH2:16][CH2:24][C:23]([OH:20])=[O:25] |f:1.2|. Reported procedure: N-(2-Aminophenyl)-N-(2-cyanoethyl)-2-fluoroaniline (6.18 g) was dissolved in ethanol (40 ml), aqueous potassium hydroxide (12.5 g) solution (80 ml) was added, the mixture was refluxed for 3 hours. The reaction mixture was allowed to cool, adjusted to pH 3 with concentrated hydrochloric acid, and extracted with methylene chloride. The organic layer was successively washed with water and saturated brine, dried over anhydrous sodium sulfate, and the solvent was evaporated under reduced pressure, to... The reactants are S(=O)(Cl)Cl (thionyl chloride), C(C)(=O)OC(C)C (isopropyl acetate), NO (hydroxylamine), C1(=CC=CC=C1)NS(=O)(=O)C=1C=C(C=CC1)/C=C/C(=O)O ((E)-3-(3-Phenylsulfamoyl-phenyl)-acrylic acid), N12CCCCCC2=NCCC1 (1,8-diazabicyclo[5.4.0]undec-7-ene), C1(=CC=CC=C1)NS(=O)(=O)C=1C=C(C=CC1)/C=C/C(=O)O ((E)-3-(3-Phenylsulfamoyl-phenyl)-acrylic acid). The solvent is O (water). Run at temperature 5 celsius, time 18.5 hour. Yields the product ONC(\C=C\C1=CC(=CC=C1)S(NC1=CC=CC=C1)(=O)=O)=O ((E)-N-Hydroxy-3-(3-phenylsulfamoyl-phenyl)-acrylamide), C1(=CC=CC=C1)NS(=O)(=O)C=1C=C(C=CC1)/C=C/C(=O)O ((E)-3-(3-Phenylsulfamoyl-phenyl)-acrylic acid). RXN SMILES: [C:1]1([NH:7][S:8]([C:11]2[CH:12]=[C:13](/[CH:17]=[CH:18]/[C:19]([OH:21])=[O:20])[CH:14]=[CH:15][CH:16]=2)(=[O:10])=[O:9])[CH:6]=[CH:5][CH:4]=[CH:3][CH:2]=1.N12CCCN=C1CCCCC2.C(OC(C)C)(=O)C.S(Cl)(Cl)=O.[NH2:44][OH:45]>O>[OH:45][NH:44][C:19](=[O:21])/[CH:18]=[CH:17]/[C:13]1[CH:14]=[CH:15][CH:16]=[C:11]([S:8](=[O:10])(=[O:9])[NH:7][C:1]2[CH:6]=[CH:5][CH:4]=[CH:3][CH:2]=2)[CH:12]=1.[C:1]1([NH:7][S:8]([C:11]2[CH:12]=[C:13](/[CH:17]=[CH:18]/[C:19]([OH:21])=[O:20])[CH:14]=[CH:15][CH:16]=2)(=[O:10])=[O:9])[CH:2]=[CH:3][CH:4]=[CH:5][CH:6]=1. Procedure details: To the 30 gallon (˜136 L) reactor was charged (E)-3-(3-phenylsulfamoyl-phenyl)-acrylic acid (6) (3.37 kg; 303.34 g/mol; 11.1 mol) and a pre-mixed solution of 1,8-diazabicyclo[5.4.0]undec-7-ene (DBU) in isopropyl acetate (IPAc) (27 g in 30 L; 152.24 g/mol; 0.18 mol). The slurry was stirred and thionyl chloride (SOCl2) (960 mL; density ˜1.631 g/mL; 118.97 g/mol; ˜13 mol) was added to the reaction mixture and the batch was stirred at 20-30° C. overnight. After 18.5 hours, the batch was sampled and ... Reactants: O=C([O-])[O-], CCI, CN(C)C=O, [K+], [K+], N#Cc1c(N2CCc3ccccc3CC2)nc(CCOC2CCCCO2)[nH]c1=O. The product is CCOc1nc(CCOC2CCCCO2)nc(N2CCc3ccccc3CC2)c1C#N. As a reaction SMILES: [C:33](=[O:34])([O-:35])[O-:36].[CH2:30]([CH3:31])[I:32].[CH3:39][N:40]([CH3:41])[CH:42]=[O:43].[K+:37].[K+:38].[O:1]=[c:2]1[c:3]([C:28]#[N:29])[c:4]([N:17]2[CH2:18][CH2:19][c:20]3[c:21]([cH:24][cH:25][cH:26][cH:27]3)[CH2:22][CH2:23]2)[n:5][c:6]([CH2:8][CH2:9][O:10][CH:11]2[O:12][CH2:13][CH2:14][CH2:15][CH2:16]2)[nH:7]1>>[O:1]([c:2]1[c:3]([C:28]#[N:29])[c:4]([N:17]2[CH2:18][CH2:19][c:20]3[c:21]([cH:24][cH:25][cH:26][cH:27]3)[CH2:22][CH2:23]2)[n:5][c:6]([CH2:8][CH2:9][O:10][CH:11]2[O:12][CH2:13][CH2:14][CH2:15][CH2:16]2)[n:7]1)[CH2:30][CH3:31]. Starting materials: CC=1OC2=C(N1)C(C1=C(C=C2)C=CC=C1)C=1C(NC(N(C1)CC1=CC=C(O1)C(=O)OCC)=O)=S ((±)-5-[[3,4-Dihydro-5-(2-methyl-4H-benzo[5,6]cyclohepta[1,2-d]oxazol-4-yl)-2-oxo-4-thioxo-1(2H)-pyrimidinyl]methyl]-2-furancarboxylic acid, ethyl ester), O.[OH-].[Li+] (lithium hydroxide monohydrate). The solvent is CO (methanol), O (water). Run at time 72 hour. Product: CC=1OC2=C(N1)C(C1=C(C=C2)C=CC=C1)C=1C(NC(N(C1)CC1=CC=C(O1)C(=O)O)=O)=S ((±)-5-[[3,4-Dihydro-5-(2-methyl-4H-benzo[5,6]cyclohepta[1,2-d]oxazol-4-yl)-2-oxo-4-thioxo-1(2H)-pyrimidinyl]methyl]-2-furancarboxylic acid). RXN SMILES: [CH3:1][C:2]1[O:3][C:4]2[CH:11]=[CH:10][C:9]3[CH:12]=[CH:13][CH:14]=[CH:15][C:8]=3[CH:7]([C:16]3[C:17](=[S:34])[NH:18][C:19](=[O:33])[N:20]([CH2:22][C:23]4[O:27][C:26]([C:28]([O:30]CC)=[O:29])=[CH:25][CH:24]=4)[CH:21]=3)[C:5]=2[N:6]=1.O.[OH-].[Li+]>CO.O>[CH3:1][C:2]1[O:3][C:4]2[CH:11]=[CH:10][C:9]3[CH:12]=[CH:13][CH:14]=[CH:15][C:8]=3[CH:7]([C:16]3[C:17](=[S:34])[NH:18][C:19](=[O:33])[N:20]([CH2:22][C:23]4[O:27][C:26]([C:28]([OH:30])=[O:29])=[CH:25][CH:24]=4)[CH:21]=3)[C:5]=2[N:6]=1 |f:1.2.3|. Procedure: A mixture of the product from step (iii) (0.13 g) and lithium hydroxide monohydrate (0.042 g) in methanol (20 ml) and water (10 ml) was stirred at room temperature for 72 hours and heated at reflux for 1 hour. The solution was concentrated under reduced pressure and the residue partitioned between 2M hydrochloric acid and ethyl acetate. The organic phase was dried (MgSO4) and the solvent was evaporated under reduced pressure. The residue was triturated with ethyl acetate and the resultant solid ... RXN SMILES: [CH2:1]([O:2][P:3](=[O:4])([O:5][CH2:6][CH3:7])[CH2:9][C:10]#[N:11])[CH3:8].[CH2:44]1[O:45][CH2:46][CH2:47][CH2:48]1.[CH3:12][Si:13]([CH3:14])([CH3:15])[N-:16][Si:17]([CH3:18])([CH3:19])[CH3:20].[CH:22]1([O:27][c:28]2[cH:29][c:30]([C:31](=[O:32])[c:33]3[cH:34][cH:35][cH:36][cH:37][cH:38]3)[cH:39][cH:40][c:41]2[O:42][CH3:43])[CH2:23][CH2:24][CH2:25][CH2:26]1.[Li+:21]>>[CH:9]([C:10]#[N:11])=[C:31]([c:30]1[cH:29][c:28]([O:27][CH:22]2[CH2:23][CH2:24][CH2:25][CH2:26]2)[c:41]([O:42][CH3:43])[cH:40][cH:39]1)[c:33]1[cH:34][cH:35][cH:36][cH:37][cH:38]1. Reactants: CCOP(=O)(CC#N)OCC, C1CCOC1, C[Si](C)(C)[N-][Si](C)(C)C, COc1ccc(C(=O)c2ccccc2)cc1OC1CCCC1, [Li+]. Yields the product COc1ccc(C(=CC#N)c2ccccc2)cc1OC1CCCC1. Reactants: C1(CCCC1)NC1=NC(=NC=C1I)N (N4-Cyclopentyl-5-iodo-2,4-pyrimidinediamine), ClC=1N=NC(=CC1)Cl (3,6-dichloropyridazine). Yields the product C1(CCCC1)NC1=NC(=NC=C1C1=C(N=NC(=C1)Cl)Cl)N (N4-Cyclopentyl-5-(3,6-dichloro-4-pyridazinyl)-2,4-pyrimidinediamine). RXN SMILES: [CH:1]1([NH:6][C:7]2[C:12](I)=[CH:11][N:10]=[C:9]([NH2:14])[N:8]=2)[CH2:5][CH2:4][CH2:3][CH2:2]1.[Cl:15][C:16]1[N:17]=[N:18][C:19]([Cl:22])=[CH:20][CH:21]=1>>[CH:1]1([NH:6][C:7]2[C:12]([C:21]3[CH:20]=[C:19]([Cl:22])[N:18]=[N:17][C:16]=3[Cl:15])=[CH:11][N:10]=[C:9]([NH2:14])[N:8]=2)[CH2:5][CH2:4][CH2:3][CH2:2]1. Procedure: Compound 323 was prepared from compound 243 and 3,6-dichloropyridazine using chemistry similar to that described in example 200. LCMS-ESI (POS), M/Z, M+1: Found 325.0. Starting materials: C([O-])([O-])=O.[K+].[K+] (potassium carbonate), C(C)(=O)NCCN1C(=CC=C1C)CNC(C)=O (N-((1-(2-acetylaminoethyl)-5-methyl-1H-pyrrol-2-yl)methyl)acetamide), [Cl-].ClC=[N+](C)C (chloromethylenedimethylammonium chloride). The solvent is ClCCCl (1,2-dichloroethane), ClCCCl (1,2-dichloroethane). Reaction conditions: time 90 minute. The product is C(C)(=O)NCCN1C(=CC(=C1C)C=O)CNC(C)=O (N-((1-(2-Acetylaminoethyl)-4-formyl-5-methyl-1H-pyrrol-2-yl)methyl)acetamide). Reaction SMILES: [C:1]([NH:4][CH2:5][CH2:6][N:7]1[C:11]([CH3:12])=[CH:10][CH:9]=[C:8]1[CH2:13][NH:14][C:15](=[O:17])[CH3:16])(=[O:3])[CH3:2].[Cl-].ClC=[N+](C)C.[C:24](=O)([O-])[O-:25].[K+].[K+]>ClCCCl>[C:1]([NH:4][CH2:5][CH2:6][N:7]1[C:11]([CH3:12])=[C:10]([CH:24]=[O:25])[CH:9]=[C:8]1[CH2:13][NH:14][C:15](=[O:17])[CH3:16])(=[O:3])[CH3:2] |f:1.2,3.4.5|. Procedure: 4.9 g of N-((1-(2-acetylaminoethyl)-5-methyl-1H-pyrrol-2-yl)methyl)acetamide in 70 ml of 1,2-dichloroethane are added dropwise to 3.0 g (21 mmol) of chloromethylenedimethylammonium chloride in 30 ml of 1,2-dichloroethane at 10° C. The mixture is subsequently stirred for 90 min, hydrolysed using potassium carbonate solution and worked up as described in Example 1.